Dataset: the Open Reaction Database (ORD), a public repository of structured organic reaction records. Task: describe an organic reaction: reactants, conditions, products, and yield The reactants are C(C=C)OC1=C(OC[C@H]2OC2)C=CC(=C1)OCC1=CC=CC=C1 ((2S)-2-{[2-(allyloxy)-4-(benzyloxy)phenoxy]methyl}oxirane), C1(=CC(=CC(=C1)C)C)C (mesitylene). Conditions: time 15 hour. Yields the product C(C=C)C1=C(C=CC2=C1OC(CO2)CO)OCC2=CC=CC=C2 ([8-Allyl-7-(benzyloxy)-2,3-dihydro-1,4-benzodioxin-2-yl]methanol). Reaction SMILES: C([O:4][C:5]1[CH:15]=[C:14]([O:16][CH2:17][C:18]2[CH:23]=[CH:22][CH:21]=[CH:20][CH:19]=2)[CH:13]=[CH:12][C:6]=1[O:7][CH2:8][C@@H:9]1[CH2:11][O:10]1)C=C.[C:24]1(C)[CH:29]=C(C)C=C(C)[CH:25]=1>>[CH2:29]([C:15]1[C:5]2[O:4][CH:9]([CH2:11][OH:10])[CH2:8][O:7][C:6]=2[CH:12]=[CH:13][C:14]=1[O:16][CH2:17][C:18]1[CH:19]=[CH:20][CH:21]=[CH:22][CH:23]=1)[CH:24]=[CH2:25]. Procedure details: A solution of (2S)-2-{[2-(allyloxy)-4-(benzyloxy)phenoxy]methyl}oxirane (28.5 g, 91.3 mmole) in 1 L of mesitylene was refluxed under nitrogen for 2 days. The solvent was then removed in vacuum and replaced with 500 mL of ethanol. Sodium bicarbonate (25.0 g) was added and the mixture was stirred under nitrogen for 15 hours. The mixture was filtered, the ethanol was removed in vacuum and 500 mL of methylene chloride added. This solution was washed with 500 mL portions of water and saturated brine,...